Task: describe an organic reaction: reactants, conditions, products, and yield. Dataset: the Open Reaction Database (ORD), a public repository of structured organic reaction records The reactants are CC(=O)NC=1SC(=C(C1C(=O)OC(C)(C)C)C)C(=O)OCC1=CC=CC=C1 (3-(1,1-Dimethylethyl) 5-benzyl 2-((methylcarbonyl)amino)-4-methylthiophene-3,5 dicarboxylate). The reagents and catalysts are [OH-].[OH-].[Pd+2] (Pd(OH)2). The solvent is CCOC(=O)C (EtOAc). Reaction conditions: time 1 day. Yields the product CC(C)(C)OC(=O)C1=C(SC(=C1C)C(=O)O)NC(=O)C (2-((methylcarbonyl)amino)-4-methylthiophene-3,5-dicarboxylic acid 3-(1,1-Dimethylethyl) ester). Isolated yield 95.3%. As a reaction SMILES: [CH3:1][C:2]([NH:4][C:5]1[S:6][C:7]([C:18]([O:20]CC2C=CC=CC=2)=[O:19])=[C:8]([CH3:17])[C:9]=1[C:10]([O:12][C:13]([CH3:16])([CH3:15])[CH3:14])=[O:11])=[O:3]>CCOC(C)=O.[OH-].[OH-].[Pd+2]>[CH3:16][C:13]([O:12][C:10]([C:9]1[C:8]([CH3:17])=[C:7]([C:18]([OH:20])=[O:19])[S:6][C:5]=1[NH:4][C:2]([CH3:1])=[O:3])=[O:11])([CH3:14])[CH3:15] |f:2.3.4|. Reported procedure: To a solution of the compound prepared in Example 10 (1.10 g, 2.84 mmol) in EtOAc (225 ml) was added Pd(OH)2 (0.50 g, 0.47 mmol). The flask was then flushed with H2. After 1 day, the reaction was purged with N2 and filtered. The catalyst was washed with hot EtOH (2×). The combined filtrates were concentrated under reduced pressure; to yield 810 mg of a tan solid (95%). 1H-NMR (CDCl3) 1.60 (s, 9H), 2.30 (s, 3H), 2.74 (s, 3H), 5.29 (s, 2H), 7.30-7.50 (m, 5H). 1.56 (s, 9H), 2.25 (s, 3H), 2.67 (s, 3... Starting materials: C(CCC)OC(\C=C\C1=CC(=C(C=C1)OC1=NC=C(C=C1)OCC1=C(C=CC=C1)Cl)F)=O ((E)-3-[4-({5-[(2-Chlorobenzyl)oxy]pyridin-2-yl}oxy)-3-fluorophenyl]prop-2-enoic acid butyl ester), [OH-].[Na+] (NaOH). The solvent is CCO (EtOH). Reaction conditions: temperature 50 celsius, time 2.5 hour. Yields the product ClC1=C(COC=2C=CC(=NC2)OC2=C(C=C(C=C2)/C=C/C(=O)O)F)C=CC=C1 ((E)-3-[4-({5-[(2-Chlorobenzyl)oxy]pyridin-2-yl}oxy)-3-fluorophenyl]prop-2-enoic acid). Reaction SMILES: C([O:5][C:6](=[O:32])/[CH:7]=[CH:8]/[C:9]1[CH:14]=[CH:13][C:12]([O:15][C:16]2[CH:21]=[CH:20][C:19]([O:22][CH2:23][C:24]3[CH:29]=[CH:28][CH:27]=[CH:26][C:25]=3[Cl:30])=[CH:18][N:17]=2)=[C:11]([F:31])[CH:10]=1)CCC.[OH-].[Na+]>CCO>[Cl:30][C:25]1[CH:26]=[CH:27][CH:28]=[CH:29][C:24]=1[CH2:23][O:22][C:19]1[CH:20]=[CH:21][C:16]([O:15][C:12]2[CH:13]=[CH:14][C:9](/[CH:8]=[CH:7]/[C:6]([OH:32])=[O:5])=[CH:10][C:11]=2[F:31])=[N:17][CH:18]=1 |f:1.2|. Procedure: To an EtOH (40 mL) solution of the ester was added 5 M NaOH (6.9 mL), and stirred for 2.5 hours at 50° C., then EtOH was evaporated. The residue was dissolved in water, and acidified with 6 M HCl. The resulting precipitate was collected by filtration and dried to afford (E)-3-[4-({5-[(2-Chlorobenzyl)oxy]pyridin-2-yl}oxy)-3-fluorophenyl]prop-2-enoic acid as a white powder (2.78 g). Run in C1(=CC=CC=C1)C (toluene). Yield: 90.2%. Procedure details: 5 parts of 1-phenyl-4-amino-6-mercaptopyridazinium chloride in 100 parts of toluene is stirred with 2.5 parts of benzyl chloride for 1 hour at 110° C. 6.2 parts (90.2% of theory) of 1-phenyl-4-amino-6-benzylmercaptopyridazinium chloride is obtained; C17H16N3SCl, melting point 226° to 228° C after having been recrystallized from alcohol. The perchlorate melts at 170° to 171° C. The product is [Cl-].C1(=CC=CC=C1)[N+]1=NC=C(C=C1SCC1=CC=CC=C1)N (1-phenyl-4-amino-6-benzylmercaptopyridazinium chloride). Reactants: [Cl-].C1(=CC=CC=C1)[N+]1=NC=C(C=C1S)N (1-phenyl-4-amino-6-mercaptopyridazinium chloride), C(C1=CC=CC=C1)Cl (benzyl chloride). RXN SMILES: [Cl-].[C:2]1([N+:8]2[C:13]([SH:14])=[CH:12][C:11]([NH2:15])=[CH:10][N:9]=2)[CH:7]=[CH:6][CH:5]=[CH:4][CH:3]=1.[CH2:16]([Cl:23])[C:17]1[CH:22]=[CH:21][CH:20]=[CH:19][CH:18]=1>C1(C)C=CC=CC=1>[Cl-:23].[C:2]1([N+:8]2[C:13]([S:14][CH2:16][C:17]3[CH:22]=[CH:21][CH:20]=[CH:19][CH:18]=3)=[CH:12][C:11]([NH2:15])=[CH:10][N:9]=2)[CH:3]=[CH:4][CH:5]=[CH:6][CH:7]=1 |f:0.1,4.5|. Reactants: Cl.CO (HCl methanol), C=O (formaldehyde), C(#N)[BH3-].[Na+] (sodium cyanoborohydride), C1(CCC1)NCCC(C1=CC=CC=C1)C1=C(C=CC(=C1)Br)OCC1=CC=CC=C1 (N-cyclobutyl-3-(2-benzyloxy-5-bromophenyl)-3-phenylpropanamine). Solvent: CO (methanol). Reaction conditions: time 8 hour. Product: C1(CCC1)N(CCC(C1=CC=CC=C1)C1=C(C=CC(=C1)Br)OCC1=CC=CC=C1)C (N-Cyclobutyl-N-methyl-3-(2-benzyloxy-5-bromophenyl)-3-phenylpropanamine). RXN SMILES: Cl.CO.C=O.[C:6]([BH3-])#N.[Na+].[CH:10]1([NH:14][CH2:15][CH2:16][CH:17]([C:24]2[CH:29]=[C:28]([Br:30])[CH:27]=[CH:26][C:25]=2[O:31][CH2:32][C:33]2[CH:38]=[CH:37][CH:36]=[CH:35][CH:34]=2)[C:18]2[CH:23]=[CH:22][CH:21]=[CH:20][CH:19]=2)[CH2:13][CH2:12][CH2:11]1>CO>[CH:10]1([N:14]([CH3:6])[CH2:15][CH2:16][CH:17]([C:24]2[CH:29]=[C:28]([Br:30])[CH:27]=[CH:26][C:25]=2[O:31][CH2:32][C:33]2[CH:38]=[CH:37][CH:36]=[CH:35][CH:34]=2)[C:18]2[CH:19]=[CH:20][CH:21]=[CH:22][CH:23]=2)[CH2:11][CH2:12][CH2:13]1 |f:0.1,3.4|. Procedure: 5 M HCl-methanol (0.46 mL, 2.32 mmol), formaldehyde (0.870 g, 28.97 mmol) and sodium cyanoborohydride (0.255 g, 4.056 mmol) were added to a solution of N-cyclobutyl-3-(2-benzyloxy-5-bromophenyl)-3-phenylpropanamine (2.61 g, 5.79 mmol) in methanol (8 mL). The reaction mixture was stirred at room temperature overnight. The solvent was evaporated and the residue was chromatographed on silica (hexane-triethylamine, 9:1). Yield 1.59 g (59%); 1H NMR (CDCl3) δ1.59 (m, 2H), 1.73 (m, 2H), 1.91 (m, 2H), 2... The reactants are [OH-].[NH4+] (ammonium hydroxide), O=P12OP3(=O)OP(=O)(O1)OP(=O)(O2)O3 (phosphorous pentoxide), N1CCCCC1 (piperidine), CN1CCC(CC1)(C1=CC(=CC=C1)O)O (1-methyl-4-hydroxy-4-(3-hydroxyphenyl)piperidine). The solvent is CS(=O)(=O)O (methanesulfonic acid). Product: CN1CC=C(CC1)C1=CC(=CC=C1)OC (1-methyl-4-(3-methoxyphenyl)-1,2,5,6-tetrahydropyridine). Reaction SMILES: O=P12OP3(OP(OP(O3)(O1)=O)(=O)O2)=O.[CH3:15][N:16]1[CH2:21][CH2:20][C:19](O)([C:22]2[CH:27]=[CH:26][CH:25]=[C:24]([OH:28])[CH:23]=2)[CH2:18][CH2:17]1.N1CCCC[CH2:31]1.[OH-].[NH4+]>CS(O)(=O)=O>[CH3:15][N:16]1[CH2:21][CH2:20][C:19]([C:22]2[CH:27]=[CH:26][CH:25]=[C:24]([O:28][CH3:31])[CH:23]=2)=[CH:18][CH2:17]1 |f:3.4|. Procedure: To a stirred solution of 200 ml. of 50 g. of phosphorous pentoxide in methanesulfonic acid was added portionwise over four minutes 59 g. of 1-methyl-4-hydroxy-4-(3-hydroxyphenyl)piperidine. The reaction was exothermic, the temperature rising to 70° C. After complete addition of the piperidine derivative, the reaction mixture was poured onto 200 g. of ice, and the resulting aqueous mixture made alkaline by the addition of ammonium hydroxide. The alkaline mixture was extracted several times with d... The reactants are I(=O)(=O)(=O)[O-] (periodate), C(C)SCCCCCCCCCCC(=O)OC(C)[C@H]1CC[C@H]2[C@@H]3CC[C@H]4N(C(CC[C@]4(C)[C@H]3CC[C@]12C)=O)C (20-(11-(ethylthio)undecanoyloxy)-4-methyl-5α-4-azapregnan-3-one), I(=O)(=O)(=O)[O-].[Na+] (sodium periodate). The reagents and catalysts are O (water). The solvent is CC(=O)C (acetone). The product is C(C)S(=O)CCCCCCCCCCC(=O)OC(C)[C@H]1CC[C@H]2[C@@H]3CC[C@H]4N(C(CC[C@]4(C)[C@H]3CC[C@]12C)=O)C (20-(11-(ethylsulfinyl)undecanoyloxy)-4-methyl-5α-4-azapregnan-3-one). Reaction SMILES: [CH2:1]([S:3][CH2:4][CH2:5][CH2:6][CH2:7][CH2:8][CH2:9][CH2:10][CH2:11][CH2:12][CH2:13][C:14]([O:16][CH:17]([C@@H:19]1[C@:36]2([CH3:37])[C@H:22]([C@H:23]3[C@H:33]([CH2:34][CH2:35]2)[C@:31]2([CH3:32])[C@H:26]([N:27]([CH3:39])[C:28](=[O:38])[CH2:29][CH2:30]2)[CH2:25][CH2:24]3)[CH2:21][CH2:20]1)[CH3:18])=[O:15])[CH3:2].I([O-])(=O)(=O)=[O:41].[Na+].I([O-])(=O)(=O)=O>CC(C)=O.O>[CH2:1]([S:3]([CH2:4][CH2:5][CH2:6][CH2:7][CH2:8][CH2:9][CH2:10][CH2:11][CH2:12][CH2:13][C:14]([O:16][CH:17]([C@@H:19]1[C@:36]2([CH3:37])[C@H:22]([C@H:23]3[C@H:33]([CH2:34][CH2:35]2)[C@:31]2([CH3:32])[C@H:26]([N:27]([CH3:39])[C:28](=[O:38])[CH2:29][CH2:30]2)[CH2:25][CH2:24]3)[CH2:21][CH2:20]1)[CH3:18])=[O:15])=[O:41])[CH3:2] |f:1.2|. Procedure: To a stirred solution of 20-(11-(ethylthio)undecanoyloxy)-4-methyl-5α-4-azapregnan-3-one (0.056 g, 0.1 mM) in acetone (5 mL) at room temperature was added a solution of sodium periodate (0.033 mg, 0.154mM) in water (3 drops). After prolonged stirring with additional portions of the periodate added (0.046 g total) over 3 days, the solvents were removed in vacuo, and the residue extracted with methylene chloride. The methylene chloride was removed in vacuo, and the resulting residue was flash chro... Reactants: BrC=1C=C(C(=O)OC)C=CC1O (methyl 3-bromo-4-hydroxy-benzoate), C(C)(=O)OC=C (vinyl acetate), C(=O)([O-])[O-].[Na+].[Na+] (Na2CO3). The reagents and catalysts are C1/C=C\CC/C=C\C1.C1/C=C\CC/C=C\C1.[Cl-].[Cl-].[Ir].[Ir] (Chloro(1,5-cyclooctadiene)iridium(I) dimer). Run in C1(=CC=CC=C1)C (toluene). Conditions: temperature 100 celsius, time 16 hour. The product is BrC=1C=C(C(=O)OC)C=CC1OC=C (methyl 3-bromo-4-vinyloxy-benzoate). Isolated yield 65.6%. As a reaction SMILES: [Br:1][C:2]1[CH:3]=[C:4]([CH:9]=[CH:10][C:11]=1[OH:12])[C:5]([O:7][CH3:8])=[O:6].[C:13](OC=C)(=O)[CH3:14].C([O-])([O-])=O.[Na+].[Na+]>C1(C)C=CC=CC=1.C1CC=CCCC=C1.C1CC=CCCC=C1.[Cl-].[Cl-].[Ir].[Ir]>[Br:1][C:2]1[CH:3]=[C:4]([CH:9]=[CH:10][C:11]=1[O:12][CH:13]=[CH2:14])[C:5]([O:7][CH3:8])=[O:6] |f:2.3.4,6.7.8.9.10.11|. Procedure: To a solution of methyl 3-bromo-4-hydroxy-benzoate (1.00 g, 4.33 mmol, 1.00 eq) in toluene (15.00 mL) were added vinyl acetate (745.54 mg, 8.66 mmol, 2.00 eq), Chloro(1,5-cyclooctadiene)iridium(I) dimer (29.08 mg, 43.30 umol, 0.01 eq) and Na2CO3 (229.47 mg, 2.17 mmol, 0.50 eq). The mixture was stirred at 100° C. for 16 hr under N2 protection. TLC detected the reaction was complete, the solvent was evaporated, the residue was purified by chromatography (silica gel, eluting with PE:EA=10:1) to aff... Procedure details: 4-Cyano-3-oxotetrahydrothiophene (1.27 g) was dissolved in acetonitrile (15 ml) with heating and stirring. Hydroxylamine hydrochloride (0.69 g) was added to the refluxing solution and the mixture was refluxed for 11/2hour. After cooling, ether (25 ml) was added and the title compound was filtered off and air-dried. Yield 1.35 g (84%); mp 244°-246°. δ'H nmr (CDCl3 /DMSO-d6) 9.2(br s) 8.55 (d, J=4Hz) 7.85 (d, J=4Hz). Product: Cl.NC1=CSC=C1C#N (3-amino-4-cyanothiophene hydrochloride). Reaction SMILES: [C:1]([CH:3]1[CH2:7][S:6][CH2:5][C:4]1=O)#[N:2].[ClH:9].[NH2:10]O.CCOCC>C(#N)C>[ClH:9].[NH2:10][C:4]1[C:3]([C:1]#[N:2])=[CH:7][S:6][CH:5]=1 |f:1.2,5.6|. Run in C(C)#N (acetonitrile). Starting materials: Cl.NO (Hydroxylamine hydrochloride), C(#N)C1C(CSC1)=O (4-Cyano-3-oxotetrahydrothiophene), CCOCC (ether). Starting materials: [N+](=O)([O-])C=1C=CC=C2C=CC(=CC12)C1=NC2=CC=CC=C2C=C1 (8-nitro-2-naphthylquinoline), [BH4-].[Na+] (sodium borohydride), Cl (HCl). The reagents and catalysts are [Pd] (Pd/C). Run in CO (methanol). Run at temperature 0 celsius. The product is NC=1C=CC=C2C=CC(=CC12)C1=NC2=CC=CC=C2C=C1 (8-Amino-2-naphthylquinoline). Isolated yield 135.5%. As a reaction SMILES: [N+:1]([C:4]1[CH:5]=[CH:6][CH:7]=[C:8]2[C:13]=1[CH:12]=[C:11]([C:14]1[CH:23]=[CH:22][C:21]3[C:16](=[CH:17][CH:18]=[CH:19][CH:20]=3)[N:15]=1)[CH:10]=[CH:9]2)([O-])=O.[BH4-].[Na+].Cl>CO.[Pd]>[NH2:1][C:4]1[CH:5]=[CH:6][CH:7]=[C:8]2[C:13]=1[CH:12]=[C:11]([C:14]1[CH:23]=[CH:22][C:21]3[C:16](=[CH:17][CH:18]=[CH:19][CH:20]=3)[N:15]=1)[CH:10]=[CH:9]2 |f:1.2|. Procedure details: 12.6 g (42 mmol) of 8-nitro-2-naphthylquinoline and 1.99 g of Pd/C (10%) are suspended in 200 ml of methanol. 8.4 g (222 mmol) of sodium borohydride are added in portions with stirring at 0° C. After stirring for 2 h, the clear solution is neutralised using dilute HCl. The solvent is then removed, and the resultant residue is washed vigorously with water and recrystallised from dioxane. The precipitate is filtered and dried in vacuo, giving 9.9 g (56.9 mmol) of crystalline solid. The overall yie...